Dataset: the Open Reaction Database (ORD), a public repository of structured organic reaction records. Task: describe an organic reaction: reactants, conditions, products, and yield Starting materials: ice water, Cl (hydrochloric acid), CC(C)([O-])C.[K+] (potassium tert-butoxide), CN(C)CCO (2-(N,N-dimethylamino)ethanol), C1(=CC=CC2=CC=CC=C12)C1OC1 (2-(1-naphthyl)oxirane), Cl (hydrogen chloride). Run in C(C)(=O)OCC (ethyl acetate), CC(=O)C (acetone). Run at temperature 80 celsius, time 1.5 hour. Product: Cl.CN(C)CCOCC(O)C1=CC=CC2=CC=CC=C12 (2-[2-(N,N-dimethylamino)ethoxy]-1-(1-naphthyl)ethanol hydrochloride). RXN SMILES: CC(C)([O-])C.[K+].[CH3:7][N:8]([CH2:10][CH2:11][OH:12])[CH3:9].[C:13]1([CH:23]2[CH2:25][O:24]2)[C:22]2[C:17](=[CH:18][CH:19]=[CH:20][CH:21]=2)[CH:16]=[CH:15][CH:14]=1.[ClH:26]>CC(C)=O.C(OCC)(=O)C>[ClH:26].[CH3:7][N:8]([CH2:10][CH2:11][O:12][CH2:25][CH:23]([C:13]1[C:22]2[C:17](=[CH:18][CH:19]=[CH:20][CH:21]=2)[CH:16]=[CH:15][CH:14]=1)[OH:24])[CH3:9] |f:0.1,7.8|. Reported procedure: A mixture of 13.2 g of potassium tert-butoxide and 47.2 ml of 2-(N,N-dimethylamino)ethanol was heated to 80° C. Thereto was dropwise added 40.0 g of 2-(1-naphthyl)oxirane in 3.5 hours. The resulting mixture was stirred for 1.5 hours at 80°-85° C. The reaction mixture was cooled and added to a mixture of 100 ml of ethyl acetate and 100 ml of ice water. The resulting mixture was adjusted to pH 11.5 with 6N hydrochloric acid. The organic layer was separated. The aqueous layer was extracted with 50 ... The reactants are BrC1=CC=C(C(CBr)=O)C=C1 (4-Bromophenacyl bromide), C(C)(=O)N (acetamide). Run at time 2.5 hour. The product is BrC1=CC=C(C=C1)C=1N=C(OC1)C (4-(4-Bromophenyl)-2-methyl-oxazole). The yield is 22.5%. RXN SMILES: [Br:1][C:2]1[CH:11]=[CH:10][C:5]([C:6](=O)[CH2:7]Br)=[CH:4][CH:3]=1.[C:12]([NH2:15])(=[O:14])[CH3:13]>>[Br:1][C:2]1[CH:11]=[CH:10][C:5]([C:6]2[N:15]=[C:12]([CH3:13])[O:14][CH:7]=2)=[CH:4][CH:3]=1. Procedure details: 4-Bromophenacyl bromide (21.3 g) and acetamide (11.3 g) were heated together at 130° C. under argon. After 2.5 h the reaction mixture was allowed to cool, and partitioned between water (150 ml) and Et2O (150 ml). The organic phase was washed with aqueous NaOH (0.5N), aqueous HCl (0.5M) and saturated aqueous NaCl solution (100 ml of each), dried (MgSO4) and evaporated to give a brown solid which was recrystallised from hexanes to give the title compound (D14) as an orange solid (4.1 g). LCMS elec...